This data is from the Open Reaction Database (ORD), a public repository of structured organic reaction records. The task is: describe an organic reaction: reactants, conditions, products, and yield Starting materials: ( VIII ), ClCCCN1C(C2=C(C(CC1)=O)N(C=C2)C)=O (5-(3-chloropropyl)-1-methyl-1,4,5,6,7,8-hexahydropyrrolo[3,2-c]-azepine-4,8-dione), ( a ). The solvent is C1CCOC1 (THF). Run at temperature -8 celsius, time 3 hour. The product is ClCCCN1C(C2=C([C@H](CC1)O)N(C=C2)C)=O ((S)-5-(3-chloropropyl)-8-hydroxy-1-methyl-1,4,5,6,7,8-hexahydropyrrolo[3,2-c]azepin-4-one). The yield is 239.9%. RXN SMILES: [Cl:1][CH2:2][CH2:3][CH2:4][N:5]1[CH2:11][CH2:10][C:9](=[O:12])[C:8]2[N:13]([CH3:16])[CH:14]=[CH:15][C:7]=2[C:6]1=[O:17]>C1COCC1>[Cl:1][CH2:2][CH2:3][CH2:4][N:5]1[CH2:11][CH2:10][C@H:9]([OH:12])[C:8]2[N:13]([CH3:16])[CH:14]=[CH:15][C:7]=2[C:6]1=[O:17]. Procedure details: 17.2 mg (0.03 mmol; 0.3 mol %) of optically active cobalt (II) complex of the formula (VIII) and 2.54 g (10.0 mmol) of 5-(3-chloropropyl)-1-methyl-1,4,5,6,7,8-hexahydropyrrolo[3,2-c]-azepine-4,8-dione were added in a second reactor, then the atmosphere was replaced with a nitrogen gas, and the mixture was dissolved in 100 mL of THF. To this mixture was added the reducing reagent prepared in process (a) dropwise at −8° C. of reaction bath temperature and the reaction mixture was stirred for 3 hou... The reactants are C(C)OC(C1=C(N=CC=C1)OC1=CC(=CC=C1)C=O)=O (2-(3-Formyl-phenoxy)-nicotinic acid ethyl ester), [F-].C(CCC)[N+](CCCC)(CCCC)CCCC (tetrabutyl ammonium fluoride), C[Si](C(F)(F)F)(C)C (trimethyl(trifluoromethyl)silane), O (water), Cl (hydrochloric acid). Solvent: O1CCCC1 (tetrahydrofuran). Reaction conditions: temperature 0 celsius, time 1 hour. Yields the product C(C)OC(C1=C(N=CC=C1)OC1=CC(=CC=C1)C(C(F)(F)F)O)=O (3-(2,2,2-Trifluoro-1-hydroxy-ethyl)-phenoxyl-nicotinic acid ethyl ester). Reaction SMILES: [CH2:1]([O:3][C:4](=[O:20])[C:5]1[CH:10]=[CH:9][CH:8]=[N:7][C:6]=1[O:11][C:12]1[CH:17]=[CH:16][CH:15]=[C:14]([CH:18]=[O:19])[CH:13]=1)[CH3:2].[F-].C([N+](CCCC)(CCCC)CCCC)CCC.Cl.O.C[Si](C)(C)[C:43]([F:46])([F:45])[F:44]>O1CCCC1>[CH2:1]([O:3][C:4](=[O:20])[C:5]1[CH:10]=[CH:9][CH:8]=[N:7][C:6]=1[O:11][C:12]1[CH:17]=[CH:16][CH:15]=[C:14]([CH:18]([OH:19])[C:43]([F:46])([F:45])[F:44])[CH:13]=1)[CH3:2] |f:1.2|. Procedure: To a solution of 2-(3-Formyl-phenoxy)-nicotinic acid ethyl ester (2.0 grams, 7.4 mmole) in 0.5 M trimethyl(trifluoromethyl)silane (18 ml) in tetrahydrofuran (20 ml) at 0° C. was added tetrabutyl ammonium fluoride (0.050 g). The mixture was stirred at 0° C. for 1 hour. To the mixture was added 1.0 N hydrochloric acid (10 ml) and stirred at room temperature for 30 minutes. The mixture was poured into 200 ml water and extracted with diethyl ether. The combined extracts were washed with saturated Na... The reactants are IC1=CC=2C=CC3=CC(=CC=C3C2C=C1)CCC (2-iodo-7-propyl-phenanthrene), C(#C)C1=CC(=C(C=C1)F)F (4-ethynyl-1,2-difluorobenzene). Reagents/catalysts: C=1C=CC(=CC1)[P](C=2C=CC=CC2)(C=3C=CC=CC3)[Pd]([P](C=4C=CC=CC4)(C=5C=CC=CC5)C=6C=CC=CC6)([P](C=7C=CC=CC7)(C=8C=CC=CC8)C=9C=CC=CC9)[P](C=1C=CC=CC1)(C=1C=CC=CC1)C=1C=CC=CC1 (tetrakis(triphenylphosphine)palladium). Solvent: CN(C=O)C (dimethylformamide), C(C)N(CC)CC (triethylamine). Product: C(CC)C1=CC=2C=CC3=CC(=CC=C3C2C=C1)C#CC1=CC(=C(C=C1)F)F (2-propyl-7-(3,4-difluorophenylethynyl)phenanthrene). As a reaction SMILES: I[C:2]1[CH:15]=[CH:14][C:13]2[C:12]3[C:7](=[CH:8][C:9]([CH2:16][CH2:17][CH3:18])=[CH:10][CH:11]=3)[CH:6]=[CH:5][C:4]=2[CH:3]=1.[C:19]([C:21]1[CH:26]=[CH:25][C:24]([F:27])=[C:23]([F:28])[CH:22]=1)#[CH:20]>CN(C)C=O.C(N(CC)CC)C.C1C=CC([P]([Pd]([P](C2C=CC=CC=2)(C2C=CC=CC=2)C2C=CC=CC=2)([P](C2C=CC=CC=2)(C2C=CC=CC=2)C2C=CC=CC=2)[P](C2C=CC=CC=2)(C2C=CC=CC=2)C2C=CC=CC=2)(C2C=CC=CC=2)C2C=CC=CC=2)=CC=1>[CH2:16]([C:9]1[CH:10]=[CH:11][C:12]2[C:13]3[C:4](=[CH:3][C:2]([C:20]#[C:19][C:21]4[CH:26]=[CH:25][C:24]([F:27])=[C:23]([F:28])[CH:22]=4)=[CH:15][CH:14]=3)[CH:5]=[CH:6][C:7]=2[CH:8]=1)[CH2:17][CH3:18] |^1:44,46,65,84|. Reported procedure: 2-iodo-7-propyl-phenanthrene in dimethylformamide and triethylamine was reacted with 4-ethynyl-1,2-difluorobenzene in the presence of tetrakis(triphenylphosphine)palladium (0), and the product was purified by silica gel column chromatography (hexane) and then recrystallized from ethanol to yield 2-propyl-7-(3,4-difluorophenylethynyl)phenanthrene. The solvent is CO (methanol), C1(=CC=CC=C1)C (toluene). Product: O=C1C=C(N=C2N1CCCC2N2C(C1=CC=CC=C1C2=O)=O)C2=CC=NC=C2 ((+/−)2-(4-Oxo-2-pyridin-4-yl-6,7,8,9-tetrahydro-4H-pyrido[1,2-a]pyrimidin-9-yl)-1H-isoindole-1,3(2H)-dione). Yield: 34.1%. Reactants: [Na] (sodium), N1=CC=C(C=C1)C(CC(=O)OCC)=O (ethyl 3-(pyridin-4-yl)-3-oxopropionate), Cl.NC1=NCCCC1N1C(C2=CC=CC=C2C1=O)=O ((+/−)2-(2-Amino-3,4,5,6-tetrahydropyridin-3-yl)-1H-isoindole-1,3(2H)-dione hydrochloride), C[O-].[Na+] (sodium methanolate). Procedure details: To a suspension of 9.166 g (32.77 mmol) of (+/−)2-(2-Amino-3,4,5,6-tetrahydropyridin-3-yl)-1H-isoindole-1,3(2H)-dione hydrochloride (1:1) in 50 mL of toluene was added sodium methanolate (freshly prepared from 0.754 g (32.77 mmol) of sodium in 10 mL of methanol and the reaction mixture was stirred at room temperature for 1 h. The mixture was evaporated to dryness, dissolved in 50 mL of toluene and 4.87 g (25.21 mmol) of ethyl 3-(pyridin-4-yl)-3-oxopropionate was added. The resulting solution was... RXN SMILES: Cl.[NH2:2][C:3]1[CH:8]([N:9]2[C:17](=[O:18])[C:16]3[C:11](=[CH:12][CH:13]=[CH:14][CH:15]=3)[C:10]2=[O:19])[CH2:7][CH2:6][CH2:5][N:4]=1.C[O-].[Na+].[Na].[N:24]1[CH:29]=[CH:28][C:27]([C:30](=O)[CH2:31][C:32](OCC)=[O:33])=[CH:26][CH:25]=1>C1(C)C=CC=CC=1.CO>[O:33]=[C:32]1[N:4]2[CH2:5][CH2:6][CH2:7][CH:8]([N:9]3[C:10](=[O:19])[C:11]4[C:16](=[CH:15][CH:14]=[CH:13][CH:12]=4)[C:17]3=[O:18])[C:3]2=[N:2][C:30]([C:27]2[CH:28]=[CH:29][N:24]=[CH:25][CH:26]=2)=[CH:31]1 |f:0.1,2.3,^1:22|. Reaction conditions: time 1 hour.